This data is from the Open Reaction Database (ORD), a public repository of structured organic reaction records. The task is: describe an organic reaction: reactants, conditions, products, and yield Reactants: C(C)(C)(C)OC(=O)N1C(C(C[C@H]1CC1=CC=C(C=C1)C1=CC=CC=C1)=C)=O ((R)-5-Biphenyl-4-ylmethyl-3-methylene-2-oxo-pyrrolidine-1-carboxylic acid tert-butylester), C1=CC=C(C=C1)P(C2=CC=CC=C2)C3=CC=CC=C3 (PPh3), C(O)([O-])=O.[Na+] (sodium hydrogencarbonate). Reagents/catalysts: C=1C=CC(=CC1)[P](C=2C=CC=CC2)(C=3C=CC=CC3)[Pd]([P](C=4C=CC=CC4)(C=5C=CC=CC5)C=6C=CC=CC6)([P](C=7C=CC=CC7)(C=8C=CC=CC8)C=9C=CC=CC9)[P](C=1C=CC=CC1)(C=1C=CC=CC1)C=1C=CC=CC1 (Pd(PPh3)4). Run in C=1(C(=CC=CC1)C)C (xylene). Run at time 8 hour. Product: C(C)(C)(C)OC(=O)N1C(C(=C[C@H]1CC1=CC=C(C=C1)C1=CC=CC=C1)C)=O ((R)-5-biphenyl-4-ylmethyl-3-methyl-2-oxo-2,5-dihydro-pyrrole-1-carboxylic acid tert-butyl ester). RXN SMILES: [C:1]([O:5][C:6]([N:8]1[C@H:12]([CH2:13][C:14]2[CH:19]=[CH:18][C:17]([C:20]3[CH:25]=[CH:24][CH:23]=[CH:22][CH:21]=3)=[CH:16][CH:15]=2)[CH2:11][C:10](=[CH2:26])[C:9]1=[O:27])=[O:7])([CH3:4])([CH3:3])[CH3:2].C1C=CC(P(C2C=CC=CC=2)C2C=CC=CC=2)=CC=1.C(=O)([O-])O.[Na+]>C1(C)C(C)=CC=CC=1.C1C=CC([P]([Pd]([P](C2C=CC=CC=2)(C2C=CC=CC=2)C2C=CC=CC=2)([P](C2C=CC=CC=2)(C2C=CC=CC=2)C2C=CC=CC=2)[P](C2C=CC=CC=2)(C2C=CC=CC=2)C2C=CC=CC=2)(C2C=CC=CC=2)C2C=CC=CC=2)=CC=1>[C:1]([O:5][C:6]([N:8]1[C@H:12]([CH2:13][C:14]2[CH:15]=[CH:16][C:17]([C:20]3[CH:21]=[CH:22][CH:23]=[CH:24][CH:25]=3)=[CH:18][CH:19]=2)[CH:11]=[C:10]([CH3:26])[C:9]1=[O:27])=[O:7])([CH3:4])([CH3:2])[CH3:3] |f:2.3,^1:63,65,84,103|. Procedure details: The mixture of (R)-5-Biphenyl-4-ylmethyl-3-methylene-2-oxo-pyrrolidine-1-carboxylic acid tert-butylester (1a, R1=Boc) (0.36 g, 1 mmol), Pd(PPh3)4 (70 mg, 0.06 mmol), PPh3(31.5 mg, 0.12 mmol) and sodium hydrogencarbonate (0.27 g, 3.2 mmol) in 10 mL xylene is heated to reflux, and stirred overnight to give (R)-5-biphenyl-4-ylmethyl-3-methyl-2-oxo-2,5-dihydro-pyrrole-1-carboxylic acid tert-butyl ester (4a, R1=Boc) as determined by HPLC analysis. Spectroscopic data as for Example 2.